This data is from the Open Reaction Database (ORD), a public repository of structured organic reaction records. The task is: describe an organic reaction: reactants, conditions, products, and yield Reactants: CCOc1cc(C(C)(C)C)ncc1C1=NC(C)(c2ccc(Cl)cc2)C(C)(c2ccc(Cl)cc2)N1C(=O)Cl, CC(C)C(=O)N1CCNCC1. Product: CCOc1cc(C(C)(C)C)ncc1C1=NC(C)(c2ccc(Cl)cc2)C(C)(c2ccc(Cl)cc2)N1C(=O)N1CCN(C(=O)C(C)C)CC1. As a reaction SMILES: [C:1]([CH3:2])([CH3:3])([CH3:4])[c:5]1[cH:6][c:7]([O:35][CH2:36][CH3:37])[c:8]([C:11]2=[N:15][C:14]([CH3:16])([c:17]3[cH:18][cH:19][c:20]([Cl:23])[cH:21][cH:22]3)[C:13]([CH3:24])([c:25]3[cH:26][cH:27][c:28]([Cl:31])[cH:29][cH:30]3)[N:12]2[C:32](=[O:33])[Cl:34])[cH:9][n:10]1.[CH3:38][CH:39]([C:40](=[O:41])[N:42]1[CH2:43][CH2:44][NH:45][CH2:46][CH2:47]1)[CH3:48]>>[C:1]([CH3:2])([CH3:3])([CH3:4])[c:5]1[cH:6][c:7]([O:35][CH2:36][CH3:37])[c:8]([C:11]2=[N:15][C:14]([CH3:16])([c:17]3[cH:18][cH:19][c:20]([Cl:23])[cH:21][cH:22]3)[C:13]([CH3:24])([c:25]3[cH:26][cH:27][c:28]([Cl:31])[cH:29][cH:30]3)[N:12]2[C:32](=[O:33])[N:45]2[CH2:44][CH2:43][N:42]([C:40]([CH:39]([CH3:38])[CH3:48])=[O:41])[CH2:47][CH2:46]2)[cH:9][n:10]1. Starting materials: NC=1C2=C(N=C(N1)C1=NN(C3=NC=CC=C31)CCC(F)(F)F)NC(C2(C(=O)NN)C)=O (4-amino-5-methyl-6-oxo-2-[1-(3,3,3-trifluoropropyl)-1H-pyrazolo[3,4-b]pyridin-3-yl]-6,7-dihydro-5H-pyrrolo[2,3-d]pyrimidine-5-carbohydrazide), FC(C(=O)O)(F)F (trifluoroacetic acid), N(=O)OC(C)(C)C (tert-butyl nitrite), NC=1C=NC=CC1 (3-aminopyridine), resultant mixture. Run in C1CCOC1 (THF). Reaction conditions: temperature 0 celsius, time 30 minute. Product: NC=1C2=C(N=C(N1)C1=NN(C3=NC=CC=C31)CCC(F)(F)F)NC(C2(C(=O)NC=2C=NC=CC2)C)=O (4-amino-5-methyl-6-oxo-N-(pyridin-3-yl)-2-[1-(3,3,3-trifluoropropyl)-1H-pyrazolo[3,4-b]pyridin-3-yl]-6,7-dihydro-5H-pyrrolo[2,3-d]pyrimidine-5-carboxamide). As a reaction SMILES: [NH2:1][C:2]1[C:3]2[C:25]([CH3:30])([C:26]([NH:28]N)=[O:27])[C:24](=[O:31])[NH:23][C:4]=2[N:5]=[C:6]([C:8]2[C:16]3[C:11](=[N:12][CH:13]=[CH:14][CH:15]=3)[N:10]([CH2:17][CH2:18][C:19]([F:22])([F:21])[F:20])[N:9]=2)[N:7]=1.FC(F)(F)C(O)=O.N(OC(C)(C)C)=O.N[C:47]1[CH:48]=[N:49][CH:50]=[CH:51][CH:52]=1>C1COCC1>[NH2:1][C:2]1[C:3]2[C:25]([CH3:30])([C:26]([NH:28][C:47]3[CH:48]=[N:49][CH:50]=[CH:51][CH:52]=3)=[O:27])[C:24](=[O:31])[NH:23][C:4]=2[N:5]=[C:6]([C:8]2[C:16]3[C:11](=[N:12][CH:13]=[CH:14][CH:15]=3)[N:10]([CH2:17][CH2:18][C:19]([F:22])([F:20])[F:21])[N:9]=2)[N:7]=1. Procedure details: To a THF solution (2 mL) of the intermediate from Step A (227 mg, 0.521 mmol) at 0° C. was added trifluoroacetic acid (0.044 mL, 0.574 mmol) and tert-butyl nitrite (0.186 mL, 1.564 mmol). After stirring at 0° C. for 30 minutes, the mixture was concentrated in vacuo, ensuring that the temperature was maintained below 40° C. The residue was suspended in acetonitrile (3 mL), cooled to 0° C., and 3-aminopyridine (245 mg, 2.61 mmol) was added in one portion. The resultant mixture was heated to 40° C.... Starting materials: ClC1=C(C(=CC=C1)SC1=CC(=CC=C1)F)CC(=O)O (2-chloro-6-(m-fluoro-phenylthio)-phenylacetic acid), polyphosphoric acid. Solvent: O (water). Reaction conditions: time 3 hour. The product is FC=1C=CC2=C(SC3=C(CC2=O)C(=CC=C3)Cl)C1 (3-fluoro-9-chloro-10,11-dihydrodibenzo[b,f]thiepin-11-one). Isolated yield 82.5%. RXN SMILES: [Cl:1][C:2]1[CH:7]=[CH:6][CH:5]=[C:4]([S:8][C:9]2[CH:14]=[CH:13][CH:12]=[C:11]([F:15])[CH:10]=2)[C:3]=1[CH2:16][C:17]([OH:19])=O>O>[F:15][C:11]1[CH:12]=[CH:13][C:14]2[C:17](=[O:19])[CH2:16][C:3]3[C:2]([Cl:1])=[CH:7][CH:6]=[CH:5][C:4]=3[S:8][C:9]=2[CH:10]=1. Reported procedure: The mixture of 8.0 g of 2-chloro-6-(m-fluoro-phenylthio)-phenylacetic acid and 80 g at polyphosphoric acid was stirred at 120°-125° C. for 3 hours. After cooling, to the mixture was added water and the mixture was extracted with chloroform. The extract was washed with 100 ml of 1% sodium hydroxide solution, then water, dried over anhydrous sodium sulfate and freed of the solvent to afford 6.2 g (83%) of 3-fluoro-9-chloro-10,11-dihydrodibenzo[b,f]thiepin-11-one having a melting point of 109°-111°... The reactants are [F-].[Na+] (NaF), O (water), C(C)(C)N1CCC2(CNC(CO2)=O)CC1 (9-Isopropyl-1-oxa-4,9-diaza-spiro[5.5]undecan-3-one). Solvent: C1CCOC1 (THF). Reaction conditions: time 1 hour. Yields the product C(C)(C)N1CCC2(CNCCO2)CC1 (9-Isopropyl-1-oxa-4,9-diaza-spiro[5.5]undecane). As a reaction SMILES: [CH:1]([N:4]1[CH2:15][CH2:14][C:7]2([O:12][CH2:11][C:10](=O)[NH:9][CH2:8]2)[CH2:6][CH2:5]1)([CH3:3])[CH3:2].[F-].[Na+].O>C1COCC1>[CH:1]([N:4]1[CH2:5][CH2:6][C:7]2([O:12][CH2:11][CH2:10][NH:9][CH2:8]2)[CH2:14][CH2:15]1)([CH3:3])[CH3:2] |f:1.2|. Procedure details: 9-Isopropyl-1-oxa-4,9-diaza-spiro[5.5]undecan-3-one was dissolved in THF and LiA1H4 (5 equivalents) was added. The reaction was heated at reflux for 4 hours and then cooled to room temperature. NaF (20 equivalents) and water (5 equivalents) were added and the reaction was stirred vigorously for 1 hour. The resulting precipitate was filtered away and the filtrate was concentrated to provide the title compound as a colorless oil. GC/MS (m/z) 198, Rt=12.57 minutes. Starting materials: CN(CCC1=CC=CC1)C ((2-dimethylaminoethyl) cyclopentadiene), C(CCC)[Li] (n-butyllithium), Cl[Si](C)(C)C (chlorotrimethylsilane), C1CCOC1 (THF). Product: CN(CCC[Si](C)(C)C1C=CC=C1)C ((2-dimethylaminoethyl)cyclopentadienyltrimethylsilane). The yield is 89.0%. Reaction SMILES: [CH3:1][N:2]([CH3:10])[CH2:3][CH2:4][C:5]1CC=CC=1.[CH2:11]([Li])[CH2:12][CH2:13][CH3:14].Cl[Si:17](C)([CH3:19])[CH3:18].[CH2:21]1COCC1>>[CH3:1][N:2]([CH3:10])[CH2:3][CH2:4][CH2:5][Si:17]([CH:14]1[CH:21]=[CH:11][CH:12]=[CH:13]1)([CH3:19])[CH3:18]. Procedure details: Treatment of (2-dimethylaminoethyl) cyclopentadiene (32.24 g, 236 mmol) with n-butyllithium (148 ml, 1.6M in hexane) in THF (150 ml) at 0° C. and subsequent reaction with chlorotrimethylsilane (30 ml, 236 mmol) at 0° C. for 4 hours followed by filtration of the precipitate, removal of the volatiles, and distillation at reduced pressure (51-52° C., 5×10-3 mm Hg) afforded at least three isomers of (2-dimethylaminoethyl)cyclopentadienyltrimethylsilane as a pale yellow liquid (44.12 g, 89%). 1H NMR ... Reactants: FC1=C(C(=O)O)C(=CC(=C1)C(=O)OC)F (2,6-difluoro-4-(methoxycarbonyl)benzoic acid), C(C(=O)Cl)(=O)Cl (oxalyl chloride), CN(C=O)C (dimethylformamide). Procedure details: To a solution of 2,6-difluoro-4-(methoxycarbonyl)benzoic acid (1.6 gm, 7.4 mmol) in dichloromethane (25 mL), oxalyl chloride (2.33 gm, 18.5 mmol) was added at 0° C. followed by addition of dimethylformamide (1 mL). The resulting reaction mixture was stirred for about 3 hours at an ambient temperature. Solvents were evaporated to afford crude solid methyl 4-(chlorocarbonyl)-3,5-difluorobenzoate (1.6 gm, 94.11% Yield). The resulting product was used as such for next step. Solvent: ClCCl (dichloromethane). The product is ClC(=O)C1=C(C=C(C(=O)OC)C=C1F)F (methyl 4-(chlorocarbonyl)-3,5-difluorobenzoate). Reaction SMILES: [F:1][C:2]1[CH:10]=[C:9]([C:11]([O:13][CH3:14])=[O:12])[CH:8]=[C:7]([F:15])[C:3]=1[C:4](O)=[O:5].C(Cl)(=O)C([Cl:19])=O.CN(C)C=O>ClCCl>[Cl:19][C:4]([C:3]1[C:2]([F:1])=[CH:10][C:9]([C:11]([O:13][CH3:14])=[O:12])=[CH:8][C:7]=1[F:15])=[O:5]. Reaction conditions: time 3 hour. Isolated yield 92.2%. The reactants are CCO, N, [Na], C1CCOC1, CC1CC2=CC(=O)CCC2C2CCC3(C)C(CO)CCC3C12. The product is CC1CC2=CCCCC2C2CCC3(C)C(CO)CCC3C12. Reaction SMILES: [CH3:25][CH2:26][OH:27].[NH3:24].[Na:23].[O:28]1[CH2:29][CH2:30][CH2:31][CH2:32]1.[OH:1][CH2:2][CH:3]1[C:4]2([CH3:5])[CH:6]([CH2:7][CH2:8]1)[CH:9]1[CH:10]([CH3:22])[CH2:11][C:12]3=[CH:13][C:14](=[O:21])[CH2:15][CH2:16][CH:17]3[CH:18]1[CH2:19][CH2:20]2>>[OH:1][CH2:2][CH:3]1[C:4]2([CH3:5])[CH:6]([CH2:7][CH2:8]1)[CH:9]1[CH:10]([CH3:22])[CH2:11][C:12]3=[CH:13][CH2:14][CH2:15][CH2:16][CH:17]3[CH:18]1[CH2:19][CH2:20]2.